This data is from the Open Reaction Database (ORD), a public repository of structured organic reaction records. The task is: describe an organic reaction: reactants, conditions, products, and yield Starting materials: C1(CCCC1)C[C@@H](C(=O)NNC1=C(C(=NC(=N1)OC)N[C@H](C(=O)N(C)C)CC)F)CN(OCC1=CC=CC=C1)C=O ((2S)-2-{[6-{2-[(2R)-3-cyclopentyl-2-({formyl[(phenylmethyl)oxy]amino}methyl)propanoyl]hydrazino}-5-fluoro-2-(methyloxy)-4-pyrimidinyl]amino}-N,N-dimethylbutanamide), Pd(C). Solvent: CO (MeOH). Product: C1(CCCC1)C[C@@H](C(=O)NNC1=C(C(=NC(=N1)OC)N[C@H](C(=O)N(C)C)CC)F)CN(O)C=O ((2S)-2-{[6-[2-((2R)-3-cyclopentyl-2-{[formyl(hydroxy)amino]methyl}propanoyl)hydrazino]-5-fluoro-2-(methyloxy)-4-pyrimidinyl]amino}-N,N-dimethylbutanamide). The yield is 62.4%. RXN SMILES: [CH:1]1([CH2:6][C@H:7]([CH2:30][N:31]([CH:40]=[O:41])[O:32]CC2C=CC=CC=2)[C:8]([NH:10][NH:11][C:12]2[N:17]=[C:16]([O:18][CH3:19])[N:15]=[C:14]([NH:20][C@@H:21]([CH2:27][CH3:28])[C:22]([N:24]([CH3:26])[CH3:25])=[O:23])[C:13]=2[F:29])=[O:9])[CH2:5][CH2:4][CH2:3][CH2:2]1>CO>[CH:1]1([CH2:6][C@H:7]([CH2:30][N:31]([CH:40]=[O:41])[OH:32])[C:8]([NH:10][NH:11][C:12]2[N:17]=[C:16]([O:18][CH3:19])[N:15]=[C:14]([NH:20][C@@H:21]([CH2:27][CH3:28])[C:22]([N:24]([CH3:26])[CH3:25])=[O:23])[C:13]=2[F:29])=[O:9])[CH2:5][CH2:4][CH2:3][CH2:2]1. Reported procedure: A solution of (2S)-2-{[6-{2-[(2R)-3-cyclopentyl-2-({formyl[(phenylmethyl)oxy]amino}methyl)propanoyl]hydrazino}-5-fluoro-2-(methyloxy)-4-pyrimidinyl]amino}-N,N-dimethylbutanamide (0.036 g, 0.063 mmol), and Pd(C) (0.008 g) in MeOH (10 mL) was run under standard hydrogenation conditions as in General Procedure A, Part C, to provide (2S)-2-{[6-[2-((2R)-3-cyclopentyl-2-{[formyl(hydroxy)amino]methyl}propanoyl)hydrazino]-5-fluoro-2-(methyloxy)-4-pyrimidinyl]amino}-N,N-dimethylbutanamide as an orange so... The reactants are C([O-])([O-])=O.[K+].[K+] (potassium carbonate), C1(=CC=CC=C1)C(N1CCN(CC1)CC1CO1)C1=CC=CC=C1 (1-(diphenylmethyl)-4-(2,3-epoxypropyl)piperazine), C(C1=CC=CC=C1)N (benzylamine). Solvent: CN(C)C=O (DMF). Product: C1(=CC=CC=C1)C(N1CCN(CC1)CC(CNCC1=CC=CC=C1)O)C1=CC=CC=C1 (1-Diphenylmethyl-4-(2-hydoxy-3-phenylmethylamino-propyl)piperazine). Yield: 28.9%. RXN SMILES: [C:1]1([CH:7]([C:18]2[CH:23]=[CH:22][CH:21]=[CH:20][CH:19]=2)[N:8]2[CH2:13][CH2:12][N:11]([CH2:14][CH:15]3[O:17][CH2:16]3)[CH2:10][CH2:9]2)[CH:6]=[CH:5][CH:4]=[CH:3][CH:2]=1.[CH2:24]([NH2:31])[C:25]1[CH:30]=[CH:29][CH:28]=[CH:27][CH:26]=1.C(=O)([O-])[O-].[K+].[K+]>CN(C=O)C>[C:1]1([CH:7]([C:18]2[CH:19]=[CH:20][CH:21]=[CH:22][CH:23]=2)[N:8]2[CH2:9][CH2:10][N:11]([CH2:14][CH:15]([OH:17])[CH2:16][NH:31][CH2:24][C:25]3[CH:30]=[CH:29][CH:28]=[CH:27][CH:26]=3)[CH2:12][CH2:13]2)[CH:2]=[CH:3][CH:4]=[CH:5][CH:6]=1 |f:2.3.4|. Procedure details: 3.08 g (0.01 mol) of 1-(diphenylmethyl)-4-(2,3-epoxypropyl)piperazine and 1 g (0.01 mol) of benzylamine were refluxed with heating together with 200 ml of DMF for 5 hours in the presence of a catalytic amount of an alkali such as potassium carbonate. DMF was distilled off under reduced pressure, and a residue was extracted with ethyl acetate. After washing with water and drying, the ethyl acetate was distilled off under reduced pressure to obtain 4.8 g of a crude subject compound of a viscous li...